The task is: describe an organic reaction: reactants, conditions, products, and yield. This data is from the Open Reaction Database (ORD), a public repository of structured organic reaction records. Starting materials: C(C)OC(=O)C=1SC(=C(C1C1=CC=C(C=C1)S(N)(=O)=O)C)C1=CC=C(C=C1)Cl (Ethyl-5-(4-chlorophenyl)-4-methyl-3-(4-sulfamoylphenyl)thiophene-2-carboxylate), C(C)OC(=O)C=1SC(=C(C1C1=CC=C(C=C1)S(N)(=O)=O)C)C1=CC=C(C=C1)Cl (Ethyl-5-(4-chlorophenyl)-4-methyl-3-(4-sulfamoylphenyl)thiophene-2-carboxylate), C1CC(=O)N(C1=O)Br (NBS), CC(C)(C#N)N=NC(C)(C)C#N (AIBN). The solvent is ClC1=CC=CC=C1 (chlorobenzene). Conditions: temperature 85 celsius, time 4 hour. The product is BrCC=1C(=C(SC1C1=CC=C(C=C1)Cl)C(=O)OCC)C1=CC=C(C=C1)S(N)(=O)=O (Ethyl 4-(bromomethyl)-5-(4-chlorophenyl)-3-(4-sulfamoylphenyl)thiophene-2-carboxylate). Yield: 59.3%. As a reaction SMILES: [CH2:1]([O:3][C:4]([C:6]1[S:7][C:8]([C:22]2[CH:27]=[CH:26][C:25]([Cl:28])=[CH:24][CH:23]=2)=[C:9]([CH3:21])[C:10]=1[C:11]1[CH:16]=[CH:15][C:14]([S:17](=[O:20])(=[O:19])[NH2:18])=[CH:13][CH:12]=1)=[O:5])[CH3:2].C1C(=O)N([Br:36])C(=O)C1.CC(N=NC(C#N)(C)C)(C#N)C>ClC1C=CC=CC=1>[Br:36][CH2:21][C:9]1[C:10]([C:11]2[CH:12]=[CH:13][C:14]([S:17](=[O:20])(=[O:19])[NH2:18])=[CH:15][CH:16]=2)=[C:6]([C:4]([O:3][CH2:1][CH3:2])=[O:5])[S:7][C:8]=1[C:22]1[CH:23]=[CH:24][C:25]([Cl:28])=[CH:26][CH:27]=1. Procedure details: To a stirred solution of Ethyl 5-(4-chlorophenyl)-4-methyl-3-(4-sulfamoylphenyl)thiophene-2-carboxylate (Compound 1b, 4.0 g, 9.17 mmol) in chlorobenzene (50 ml) were added NBS (1.77 g, 10.09 mmol) and AIBN (1.65 g, 10.09 mmol) at 25° C. The reaction mixture was then stirred at 85° C. for 4 hr. The progress of the reaction was monitored by TLC. The reaction mixture was then cooled to room temperature and was quenched in aqueous sodium chloride solution (50 ml). The mixture so obtained was then ex... The reactants are ClC1=CC(=C(C=C1)[C@@H](CC(=O)C1=CC(=NC=C1)C)C1=CC=C(C(=O)O)C=C1)C (4-[(S)-1-(4-chloro-2-methyl-phenyl)-3-(2-methyl-pyridin-4-yl)-3-oxo-propyl]-benzoic acid), Cl.NO (hydroxylamine hydrochloride), C(O)([O-])=O.[Na+] (sodium hydrogencarbonate). Product: ClC1=CC(=C(C=C1)[C@@H](C\C(\C1=CC(=NC=C1)C)=N/O)C1=CC=C(C(=O)O)C=C1)C (4-[(S)-1-(4-Chloro-2-methyl-phenyl)-3-[(E)-hydroxyimino]-3-(2-methyl-pyridin-4-yl)-propyl]-benzoic acid). As a reaction SMILES: [Cl:1][C:2]1[CH:7]=[CH:6][C:5]([C@H:8]([C:19]2[CH:27]=[CH:26][C:22]([C:23]([OH:25])=[O:24])=[CH:21][CH:20]=2)[CH2:9][C:10]([C:12]2[CH:17]=[CH:16][N:15]=[C:14]([CH3:18])[CH:13]=2)=O)=[C:4]([CH3:28])[CH:3]=1.Cl.[NH2:30][OH:31].C(=O)([O-])O.[Na+]>>[Cl:1][C:2]1[CH:7]=[CH:6][C:5]([C@H:8]([C:19]2[CH:27]=[CH:26][C:22]([C:23]([OH:25])=[O:24])=[CH:21][CH:20]=2)[CH2:9]/[C:10](=[N:30]\[OH:31])/[C:12]2[CH:17]=[CH:16][N:15]=[C:14]([CH3:18])[CH:13]=2)=[C:4]([CH3:28])[CH:3]=1 |f:1.2,3.4|. Procedure: In analogy to example 132, step 6, from 4-[(S)-1-(4-chloro-2-methyl-phenyl)-3-(2-methyl-pyridin-4-yl)-3-oxo-propyl]-benzoic acid and hydroxylamine hydrochloride in the presence of sodium hydrogencarbonate was prepared the title compound as a light yellow solid, MS (ESI+): m/z=409.3 ([M+H]+).